This data is from the Open Reaction Database (ORD), a public repository of structured organic reaction records. The task is: describe an organic reaction: reactants, conditions, products, and yield The reactants are CCOC(C)=O, ClC(Cl)Cl, O=C(c1ccccc1)C(F)(F)F, [K+], [K+], [K+], [Na+], [Na+], O=C([O-])[O-], O=CC(O)C(O)C(O)C(O)CO, O=P([O-])([O-])O, O=P([O-])(O)O. Product: OC(c1ccccc1)C(F)(F)F. RXN SMILES: [CH3:48][CH2:49][O:50][C:51](=[O:52])[CH3:53].[CH:44]([Cl:45])([Cl:46])[Cl:47].[F:26][C:27]([C:28](=[O:29])[c:30]1[cH:31][cH:32][cH:33][cH:34][cH:35]1)([F:36])[F:37].[K+:13].[K+:6].[K+:7].[Na+:38].[Na+:39].[O-:40][C:41](=[O:42])[O-:43].[O:14]=[CH:15][CH:16]([CH:17]([CH:18]([CH:19]([CH2:20][OH:21])[OH:22])[OH:23])[OH:24])[OH:25].[P:1]([O-:2])([O-:3])([OH:4])=[O:5].[P:8]([O-:9])([OH:10])([OH:11])=[O:12]>>[F:26][C:27]([CH:28]([OH:29])[c:30]1[cH:31][cH:32][cH:33][cH:34][cH:35]1)([F:36])[F:37]. The product is Hexanes EtOAc, COC(C1=CN=CC(=C1)C1=CSC=C1)=O (5-Thiophen-3-yl-nicotinic acid methyl ester). Isolated yield 60.0%. Solvent: O1CCOCC1 (dioxane). RXN SMILES: [CH3:1][O:2][C:3](=[O:11])[C:4]1(Br)[CH:9]=[CH:8][CH:7]=[N:6][CH2:5]1.[S:12]1[CH:16]=[CH:15][C:14](B(O)O)=[CH:13]1>O1CCOCC1>[CH3:1][O:2][C:3](=[O:11])[C:4]1[CH:9]=[C:8]([C:14]2[CH:15]=[CH:16][S:12][CH:13]=2)[CH:7]=[N:6][CH:5]=1. The reactants are COC(C1(CN=CC=C1)Br)=O (Methyl-3-bromo-nicotinate), S1C=C(C=C1)B(O)O (3-thiophene boronic acid), Pd((Ph3)4P). Procedure: Methyl-3-bromo-nicotinate and 3-thiophene boronic acid were dissolved in degassed dioxane (25 mL). To the homogeneous solution was added Pd((Ph3)4P)). The reaction was heated to 90° C. for 18 hours and then cooled to room temperature and concentrated. The residue was taken up into EtOAc and water. The layers were then separated and the organics washed with brine and dried (MgSO4). Flash LC (60% Hexanes/EtOAc) gave the desired product. Run at temperature 90 celsius. Reactants: CSC=1C=C(C=CC1)N=C=O (3-(Methylthio)phenyl isocyanate), C(C1=CC=CC=C1)ONC (N-benzyloxy-N-methylamine). Solvent: O1CCCC1 (tetrahydrofuran). Conditions: time 2 hour. Product: C(C1=CC=CC=C1)ON(C(=O)NC1=CC(=CC=C1)SC)C (1-benzyloxy-1-methyl-3-[3(methylthio)phenyl]urea). Yield: 95.4%. Reaction SMILES: [CH3:1][S:2][C:3]1[CH:4]=[C:5]([N:9]=[C:10]=[O:11])[CH:6]=[CH:7][CH:8]=1.[CH2:12]([O:19][NH:20][CH3:21])[C:13]1[CH:18]=[CH:17][CH:16]=[CH:15][CH:14]=1>O1CCCC1>[CH2:12]([O:19][N:20]([CH3:21])[C:10]([NH:9][C:5]1[CH:6]=[CH:7][CH:8]=[C:3]([S:2][CH3:1])[CH:4]=1)=[O:11])[C:13]1[CH:18]=[CH:17][CH:16]=[CH:15][CH:14]=1. Procedure: 3-(Methylthio)phenyl isocyanate (2.0 g, 12 mmol) was added dropwise to a solution of N-benzyloxy-N-methylamine (1.55 g, 11.3 mmol) in tetrahydrofuran (25 mL). The reaction mixture was stirred at ambient temperature for 2 hours then concentrated under vacuum. The residue was purified by flash chromatography (silica gel; ethyl acetate:hexanes) to provide 3.26 g of 1-benzyloxy-1-methyl-3-[3(methylthio)phenyl]urea as an oil. Reactants: [BH4-], COc1ccccc1CNc1ccc2cc(C=O)ccc2n1, CO, [Na+]. Yields the product COc1ccccc1CNc1ccc2cc(CO)ccc2n1. RXN SMILES: [BH4-:23].[CH3:1][O:2][c:3]1[c:4]([CH2:5][NH:6][c:7]2[n:8][c:9]3[cH:10][cH:11][c:12]([CH:17]=[O:18])[cH:13][c:14]3[cH:15][cH:16]2)[cH:19][cH:20][cH:21][cH:22]1.[CH3:25][OH:26].[Na+:24]>>[CH3:1][O:2][c:3]1[c:4]([CH2:5][NH:6][c:7]2[n:8][c:9]3[cH:10][cH:11][c:12]([CH2:17][OH:18])[cH:13][c:14]3[cH:15][cH:16]2)[cH:19][cH:20][cH:21][cH:22]1. Starting materials: C(C)OC(=O)C1(CC2=CC=CC=C2C1)N(C)C(C1=C(C(=CC=C1)C)OC(C)C)=O (2-[(2-isopropoxy-3-methyl-benzoyl)-methyl-amino]-indan-2-carboxylic acid ethyl ester), [OH-].[K+] (KOH), O (water). The solvent is CCO (EtOH). Reaction conditions: time 8 hour. Yields the product C(C)(C)OC1=C(C(=O)N(C2(CC3=CC=CC=C3C2)C(=O)O)C)C=CC=C1C (2-[(2-Isopropoxy-3-methyl-benzoyl)-methyl-amino]-indan-2-carboxylic acid). The yield is 91.0%. Reaction SMILES: C([O:3][C:4]([C:6]1([N:15]([C:17](=[O:29])[C:18]2[CH:23]=[CH:22][CH:21]=[C:20]([CH3:24])[C:19]=2[O:25][CH:26]([CH3:28])[CH3:27])[CH3:16])[CH2:14][C:13]2[C:8](=[CH:9][CH:10]=[CH:11][CH:12]=2)[CH2:7]1)=[O:5])C.[OH-].[K+].O>CCO>[CH:26]([O:25][C:19]1[C:20]([CH3:24])=[CH:21][CH:22]=[CH:23][C:18]=1[C:17]([N:15]([CH3:16])[C:6]1([C:4]([OH:5])=[O:3])[CH2:14][C:13]2[C:8](=[CH:9][CH:10]=[CH:11][CH:12]=2)[CH2:7]1)=[O:29])([CH3:28])[CH3:27] |f:1.2|. Procedure: The mixture of 2-[(2-isopropoxy-3-methyl-benzoyl)-methyl-amino]-indan-2-carboxylic acid ethyl ester (118′) (200 mg, 0.51 mmol) and KOH (600 mg, 10.7 mmol) is dissolved in EtOH (5 mL) and water (0.5 mL) under a water bath. The water bath is removed when KOH is completely dissolved and the resulting reaction solution is stirred at RT for 8 h. After concentration in vacuo, the residue is dissolved in water (20 mL) and acidified with conc. HCl until no more precipitate formed. The precipitate is fil... Starting materials: CCN(CC)c1ccnc2ccc(Br)cc12, [Li]CCCC, C1CCOC1, CN(C)C=O, [Cl-], [NH4+]. Product: CCN(CC)c1ccnc2ccc(C=O)cc12. Reaction SMILES: [Br:1][c:2]1[cH:3][c:4]2[c:5]([N:12]([CH2:13][CH3:14])[CH2:15][CH3:16])[cH:6][cH:7][n:8][c:9]2[cH:10][cH:11]1.[CH2:17]([Li:18])[CH2:19][CH2:20][CH3:21].[CH2:27]1[O:28][CH2:29][CH2:30][CH2:31]1.[CH3:22][N:23]([CH:24]=[O:25])[CH3:26].[Cl-:32].[NH4+:33]>>[c:2]1([CH:24]=[O:25])[cH:3][c:4]2[c:5]([N:12]([CH2:13][CH3:14])[CH2:15][CH3:16])[cH:6][cH:7][n:8][c:9]2[cH:10][cH:11]1.